Dataset: the Open Reaction Database (ORD), a public repository of structured organic reaction records. Task: describe an organic reaction: reactants, conditions, products, and yield Starting materials: 15, NC=1SC(=C(C1C(=O)OCC)C)C (ethyl 2-amino-4,5-dimethylthiophene-3-carboxylate), solution, [OH-].[Na+] (sodium hydroxide). The solvent is C(C)O (ethanol), O (water), C(C)(=O)O (acetic acid). The product is NC=1SC(=C(C1C(=O)O)C)C (2-amino-4,5-dimethylthiophene-3-carboxylic acid). RXN SMILES: [NH2:1][C:2]1[S:3][C:4]([CH3:13])=[C:5]([CH3:12])[C:6]=1[C:7]([O:9]CC)=[O:8].[OH-].[Na+]>C(O)C.O.C(O)(=O)C>[NH2:1][C:2]1[S:3][C:4]([CH3:13])=[C:5]([CH3:12])[C:6]=1[C:7]([OH:9])=[O:8] |f:1.2|. Reported procedure: A mixture of 15 parts of ethyl 2-amino-4,5-dimethylthiophene-3-carboxylate and 75 parts by volume of 2N solution of sodium hydroxide in 50 % aqueous ethanol is refluxed for 2.5 hours. After cooling the solution is diluted with 75 parts by volume of water and neutralized with acetic acid under cooling with ice. The resulting precipitate is collected by filtration to give 2-amino-4,5-dimethylthiophene-3-carboxylic acid as crystals. Recrystallization from chloroform with charcoal gives colorless ne... The reactants are CC1CNCC(C)O1, CC(Cc1ccc2ccccc2c1)CS(C)(=O)=O, O. The product is CC(Cc1ccc2ccccc2c1)CN1CC(C)OC(C)C1. As a reaction SMILES: [CH3:19][CH:20]1[O:21][CH:22]([CH3:26])[CH2:23][NH:24][CH2:25]1.[CH3:1][S:2](=[O:3])(=[O:4])[CH2:5][CH:6]([CH2:7][c:8]1[cH:9][c:10]2[cH:11][cH:12][cH:13][cH:14][c:15]2[cH:16][cH:17]1)[CH3:18].[OH2:27]>>[CH2:5]([CH:6]([CH2:7][c:8]1[cH:9][c:10]2[cH:11][cH:12][cH:13][cH:14][c:15]2[cH:16][cH:17]1)[CH3:18])[N:24]1[CH2:23][CH:22]([CH3:26])[O:21][CH:20]([CH3:19])[CH2:25]1. Starting materials: O=C([O-])[O-], CI, CN(C)C=O, Sc1nc2cc(Cl)ccc2[nH]1, [K+], [K+], O. Product: CSc1nc2cc(Cl)ccc2[nH]1. RXN SMILES: [C:12](=[O:13])([O-:14])[O-:15].[CH3:18][I:19].[CH3:21][N:22]([CH3:23])[CH:24]=[O:25].[Cl:1][c:2]1[cH:3][cH:4][c:5]2[c:6]([n:7][c:8]([SH:10])[nH:9]2)[cH:11]1.[K+:16].[K+:17].[OH2:20]>>[Cl:1][c:2]1[cH:3][cH:4][c:5]2[c:6]([n:7][c:8]([S:10][CH3:12])[nH:9]2)[cH:11]1.